This data is from the Open Reaction Database (ORD), a public repository of structured organic reaction records. The task is: describe an organic reaction: reactants, conditions, products, and yield The reactants are [Mg] (Magnesium), [Cl-].[NH4+] (ammonium chloride), substituted benzoylmethanesulfonanilide, [Mg] (magnesium), Grignard reagent, BrC(CC)C1=CC=C(C=C1)OC (p-(1-bromopropyl)anisole), BrC(CC)C1=CC=C(C=C1)OC (p-(1-bromopropyl)anisole), [Mg] (magnesium), BrC(CC)C1=CC=C(C=C1)OC (p-(1-bromopropyl)anisole), C(C1=CC=CC=C1)(=O)C1=CC=C(N(S(=O)(=O)C)CCN(CC)CC)C=C1 (4'-Benzoyl-N-(2-diethylaminoethyl)methanesulfonanilide). Run in O1CCCC1 (tetrahydrofuran), O (water), O1CCCC1 (tetrahydrofuran), O (water), O1CCCC1 (tetrahydrofuran). Run at time 16 hour. Yields the product C(C)N(CCN(C1=CC=C(C=C1)C(C(CC)C1=CC=C(C=C1)OC)(C1=CC=CC=C1)O)S(=O)(=O)C)CC (N-(2-Diethylaminoethyl)-4'-[1-hydroxy-2-(4-methoxyphenyl)-1-phenylbut-1-yl]methanesulfonanilide). As a reaction SMILES: [Mg].Br[CH:3]([C:6]1[CH:11]=[CH:10][C:9]([O:12][CH3:13])=[CH:8][CH:7]=1)[CH2:4][CH3:5].[C:14]([C:22]1[CH:39]=[CH:38][C:25]([N:26]([CH2:31][CH2:32][N:33]([CH2:36][CH3:37])[CH2:34][CH3:35])[S:27]([CH3:30])(=[O:29])=[O:28])=[CH:24][CH:23]=1)(=[O:21])[C:15]1[CH:20]=[CH:19][CH:18]=[CH:17][CH:16]=1.[Cl-].[NH4+]>O1CCCC1.O>[CH2:36]([N:33]([CH2:34][CH3:35])[CH2:32][CH2:31][N:26]([S:27]([CH3:30])(=[O:28])=[O:29])[C:25]1[CH:38]=[CH:39][C:22]([C:14]([OH:21])([C:15]2[CH:16]=[CH:17][CH:18]=[CH:19][CH:20]=2)[CH:3]([C:6]2[CH:11]=[CH:10][C:9]([O:12][CH3:13])=[CH:8][CH:7]=2)[CH2:4][CH3:5])=[CH:23][CH:24]=1)[CH3:37] |f:3.4|. Reported procedure: Magnesium turnings (10.0 g., 0.411 mole) are employed to prepare the Grignard reagent from 0.333 mole of p-(1-bromopropyl)anisole in 500 ml. of tetrahydrofuran which has been previously dried by distillation for lithium aluminum hydride. The Grignard reaction is initiated by adding a small portion of the p-(1-bromopropyl)anisole to a small portion of the magnesium turnings in a beaker and when the reaction commences as evidenced by a rise in temperature of the mixture it is transferred to the ma...